Dataset: the Open Reaction Database (ORD), a public repository of structured organic reaction records. Task: describe an organic reaction: reactants, conditions, products, and yield The reactants are Cl.ClC1=CC2=C(NC=3SC=CC3C(=N2)N)C=C1 (7-Chloro-4H-3-thia-4,9-diaza-benzo[f]azulen-10-ylamine hydrochloride), C1(=CC=CC=C1)C (toluene), COCC[C@@H]1NCCNC1 ((S)-2-(2-methoxy-ethyl)-piperazine), CS(=O)C (DMSO). Solvent: C(C)(=O)OCC (ethyl acetate). Reaction conditions: temperature 105 celsius, time 24 hour. Yields the product ClC1=CC2=C(NC=3SC=CC3C(=N2)N2C[C@@H](NCC2)CCOC)C=C1 ((S)-7-Chloro-10-[3-(2-methoxy-ethyl)-piperazin-1-yl]-4H-3-thia-4,9-diaza-benzo[f]azulene). The yield is 36.2%. As a reaction SMILES: Cl.[Cl:2][C:3]1[CH:17]=[CH:16][C:6]2[NH:7][C:8]3[S:9][CH:10]=[CH:11][C:12]=3[C:13]([NH2:15])=[N:14][C:5]=2[CH:4]=1.[CH3:18][O:19][CH2:20][CH2:21][C@H:22]1[CH2:27]N[CH2:25][CH2:24][NH:23]1.CS(C)=O.C1(C)C=CC=CC=1>C(OCC)(=O)C>[Cl:2][C:3]1[CH:17]=[CH:16][C:6]2[NH:7][C:8]3[S:9][CH:10]=[CH:11][C:12]=3[C:13]([N:15]3[CH2:25][CH2:24][NH:23][C@@H:22]([CH2:21][CH2:20][O:19][CH3:18])[CH2:27]3)=[N:14][C:5]=2[CH:4]=1 |f:0.1|. Procedure: Combine 7-Chloro-4H-3-thia-4,9-diaza-benzo[f]azulen-10-ylamine hydrochloride (1.20 g, 4.19 mmol), (S)-2-(2-methoxy-ethyl)-piperazine (1.51 g, 10.48 mmol), DMSO (4.0 ml), and toluene (16.0 ml). Stir and heat the mixture at 105° C. After 24 hours, cool the mixture to ambient temperature and stir it for 16 hours. Dilute the mixture with ethyl acetate and wash the organic layer with 0.1N NaOH and brine. Dry (sodium sulfate) and concentrate the organic layer to residue. Purify the residue on silica g...